This data is from the Open Reaction Database (ORD), a public repository of structured organic reaction records. The task is: describe an organic reaction: reactants, conditions, products, and yield Reactants: BrB(Br)Br, ClCCl, COc1ccc(Cl)c(C(=O)O)c1F, [Na+], [OH-], O. Yields the product O=C(O)c1c(Cl)ccc(O)c1F. Reaction SMILES: [B:1]([Br:2])([Br:3])[Br:4].[Cl:21][CH2:22][Cl:23].[Cl:5][c:6]1[cH:7][cH:8][c:9]([O:16][CH3:17])[c:10]([F:15])[c:11]1[C:12](=[O:13])[OH:14].[Na+:20].[OH-:19].[OH2:18]>>[Cl:5][c:6]1[cH:7][cH:8][c:9]([OH:16])[c:10]([F:15])[c:11]1[C:12](=[O:13])[OH:14]. The reactants are BrC=1C(=CC2=C(OCCO2)C1)N (7-Bromo-2,3-dihydro-benzo[1,4]dioxin-6-ylamine), C(OCC)(OCC)OCC (triethyl orthoformate), CC1(OC(CC(O1)=O)=O)C (2,2-dimethyl-[1,3]dioxane-4,6-dione). The solvent is C(C)O (ethanol). Reaction conditions: time 1 hour. Yields the product BrC=1C(=CC2=C(OCCO2)C1)NC=C1C(OC(OC1=O)(C)C)=O (5-[(7-Bromo-2,3-dihydro-benzo[1,4]dioxin-6-ylamino)-methylene]-2,2-dimethyl-[1,3]dioxane-4,6-dione). Yield: 92.7%. RXN SMILES: [Br:1][C:2]1[C:3]([NH2:12])=[CH:4][C:5]2[O:10][CH2:9][CH2:8][O:7][C:6]=2[CH:11]=1.[CH:13](OCC)(OCC)OCC.[CH3:23][C:24]1([CH3:32])[O:29][C:28](=[O:30])[CH2:27][C:26](=[O:31])[O:25]1>C(O)C>[Br:1][C:2]1[C:3]([NH:12][CH:13]=[C:27]2[C:28](=[O:30])[O:29][C:24]([CH3:32])([CH3:23])[O:25][C:26]2=[O:31])=[CH:4][C:5]2[O:10][CH2:9][CH2:8][O:7][C:6]=2[CH:11]=1. Reported procedure: A mixture of 7-Bromo-2,3-dihydro-benzo[1,4]dioxin-6-ylamine (14.8 g, 64.3 mmol, 1 eq), triethyl orthoformate (12.7 cm3, 77.2 mmol, 1.2 eq) and 2,2-dimethyl-[1,3]dioxane-4,6-dione (Meldrum's acid) (11.1 g, 77.2 mmol, 1.2 eq) in ethanol (70 mL) was heated to reflux. After 1 hour the mixture was allowed to cool to room temperature then filtered, washing with ethanol then ether, to afford a white solid (22.9 g, 93%). LC/MS (ES) m/z 384 (MH+ 100%); 1H-NMR (400 MHz, d4-DMSO), 11.43 (1H, br d, J=20, NH...